describe an organic reaction: reactants, conditions, products, and yield From a dataset of the Open Reaction Database (ORD), a public repository of structured organic reaction records. The reactants are CCOC(=O)c1c(O)c2cc(C)sc2n(Cc2cccc(F)c2)c1=O, O=C(Cl)C(=O)Cl, CN(C)C=O, O. Product: CCOC(=O)c1c(Cl)c2cc(C)sc2n(Cc2cccc(F)c2)c1=O. Reaction SMILES: [CH2:7]([CH3:8])[O:9][C:10](=[O:11])[c:12]1[c:13]([OH:31])[c:14]2[c:15]([n:16]([CH2:19][c:20]3[cH:21][c:22]([F:26])[cH:23][cH:24][cH:25]3)[c:17]1=[O:18])[s:27][c:28]([CH3:30])[cH:29]2.[Cl:1][C:2]([C:3]([Cl:4])=[O:5])=[O:6].[O:33]=[CH:34][N:35]([CH3:36])[CH3:37].[OH2:32]>>[Cl:1][c:13]1[c:12]([C:10]([O:9][CH2:7][CH3:8])=[O:11])[c:17](=[O:18])[n:16]([CH2:19][c:20]2[cH:21][c:22]([F:26])[cH:23][cH:24][cH:25]2)[c:15]2[c:14]1[cH:29][c:28]([CH3:30])[s:27]2. Starting materials: CCOC(=O)C=CN(C1(C(=O)OC(C)(C)C)CCCC1)S(=O)(=O)c1ccc(Oc2ccc(F)cc2)cc1, CCO. Product: CCOC(=O)CCN(C1(C(=O)OC(C)(C)C)CCCC1)S(=O)(=O)c1ccc(Oc2ccc(F)cc2)cc1. RXN SMILES: [C:1]([CH3:2])([CH3:3])([CH3:4])[O:5][C:6](=[O:7])[C:8]1([N:13]([S:14](=[O:15])(=[O:16])[c:17]2[cH:18][cH:19][c:20]([O:23][c:24]3[cH:25][cH:26][c:27]([F:30])[cH:28][cH:29]3)[cH:21][cH:22]2)[CH:31]=[CH:32][C:33](=[O:34])[O:35][CH2:36][CH3:37])[CH2:9][CH2:10][CH2:11][CH2:12]1.[CH3:38][CH2:39][OH:40]>>[C:1]([CH3:2])([CH3:3])([CH3:4])[O:5][C:6](=[O:7])[C:8]1([N:13]([S:14](=[O:15])(=[O:16])[c:17]2[cH:18][cH:19][c:20]([O:23][c:24]3[cH:25][cH:26][c:27]([F:30])[cH:28][cH:29]3)[cH:21][cH:22]2)[CH2:31][CH2:32][C:33](=[O:34])[O:35][CH2:36][CH3:37])[CH2:9][CH2:10][CH2:11][CH2:12]1. Reactants: FC=1C=C(C=CC1F)C(CC(=O)NC)C1=CC=C(C=C1)C=1C=NNC1 (3-(3,4-Difluoro-phenyl)-N-methyl-3-[4-(1H-pyrazol-4-yl)-phenyl]-propionamide), ClC1=CC=C(C=C1)[Mg]Br (4-chlorophenylmagnesium bromide). Product: ClC1=CC=C(C=C1)C(CC(=O)N)C1=CC=C(C=C1)C=1C=NNC1 (3-(4-Chloro-phenyl)-3-[4-(1H-pyrazol-4-yl)-phenyl]-propionamide). Reaction SMILES: F[C:2]1[CH:3]=[C:4]([CH:9]([C:15]2[CH:20]=[CH:19][C:18]([C:21]3[CH:22]=[N:23][NH:24][CH:25]=3)=[CH:17][CH:16]=2)[CH2:10][C:11]([NH:13]C)=[O:12])[CH:5]=[CH:6][C:7]=1F.[Cl:26]C1C=CC([Mg]Br)=CC=1>>[Cl:26][C:7]1[CH:6]=[CH:5][C:4]([CH:9]([C:15]2[CH:20]=[CH:19][C:18]([C:21]3[CH:22]=[N:23][NH:24][CH:25]=3)=[CH:17][CH:16]=2)[CH2:10][C:11]([NH2:13])=[O:12])=[CH:3][CH:2]=1. Procedure: By following the procedure described in Example 9A and 9B but substituting 3,4-difluorophenylmagnesium bromide for 4-chlorophenylmagnesium bromide, the title compound was obtained. LC/MS: (PS-A2) Rt 2.54 [M+H]+ 326. 1H NMR (Me-d3-OD) δ 2.95 (2H, d), 4.53 (1H, t), 7.27 (6H, m), 7.50 (2H, d), 7.91 (2H, s).